From a dataset of the Open Reaction Database (ORD), a public repository of structured organic reaction records. describe an organic reaction: reactants, conditions, products, and yield Reactants: CC#N, Cl, COCCCCC(O)(c1ccccc1Oc1cccc(F)c1)C1CCCN(C(=O)OC(C)(C)C)C1, [Na+], [OH-]. Yields the product COCCCCC(O)(c1ccccc1Oc1cccc(F)c1)C1CCCNC1. RXN SMILES: [CH3:39][C:40]#[N:41].[ClH:36].[F:1][c:2]1[cH:3][c:4]([O:5][c:6]2[c:7]([C:12]([CH2:13][CH2:14][CH2:15][CH2:16][O:17][CH3:18])([OH:19])[CH:20]3[CH2:21][N:22]([C:26]([O:27][C:28]([CH3:29])([CH3:30])[CH3:31])=[O:32])[CH2:23][CH2:24][CH2:25]3)[cH:8][cH:9][cH:10][cH:11]2)[cH:33][cH:34][cH:35]1.[Na+:38].[OH-:37]>>[F:1][c:2]1[cH:3][c:4]([O:5][c:6]2[c:7]([C:12]([CH2:13][CH2:14][CH2:15][CH2:16][O:17][CH3:18])([OH:19])[CH:20]3[CH2:21][NH:22][CH2:23][CH2:24][CH2:25]3)[cH:8][cH:9][cH:10][cH:11]2)[cH:33][cH:34][cH:35]1. The reactants are C1COCCO1, Cl, O=C(Cl)c1ccc(F)cc1, [Na+], [OH-], CC(C)(C)OC(=O)NC1c2cc(I)ccc2CC1O. Yields the product O=C(NC1c2cc(I)ccc2CC1O)c1ccc(F)cc1. RXN SMILES: [CH2:33]1[O:34][CH2:35][CH2:36][O:37][CH2:38]1.[ClH:20].[F:23][c:24]1[cH:25][cH:26][c:27]([C:28]([Cl:29])=[O:30])[cH:31][cH:32]1.[Na+:22].[OH-:21].[OH:1][CH:2]1[CH:3]([NH:12][C:13]([O:14][C:15]([CH3:16])([CH3:17])[CH3:18])=[O:19])[c:4]2[cH:5][c:6]([I:11])[cH:7][cH:8][c:9]2[CH2:10]1>>[OH:1][CH:2]1[CH:3]([NH:12][C:13](=[O:19])[c:27]2[cH:26][cH:25][c:24]([F:23])[cH:32][cH:31]2)[c:4]2[cH:5][c:6]([I:11])[cH:7][cH:8][c:9]2[CH2:10]1. Starting materials: ClC=1C=CC(=C(C1)/C=C/C(=O)N1CC2=CC=CC=C2C[C@H]1C(=O)NC1=CC=C(C(=O)OC(C)(C)C)C=C1)N1N=NN=C1 ((S,E)-tert-Butyl 4-(2-(3-(5-chloro-2-(1H-tetrazol-1-yl)phenyl)acryloyl)-1,2,3,4-tetrahydroisoquinoline-3-carboxamido)benzoate), 1B, Intermediate 1, CCN(C(C)C)C(C)C (DIEA). Solvent: CN(C)C=O (DMF). Yields the product ClC=1C=CC(=C(C1)/C=C/C(=O)N1CC2=CC=CC=C2C[C@H]1C(=O)NC1=CC=C(C(=O)O)C=C1)N1N=NN=C1 ((S,E)-4-(2-(3-(5-chloro-2-(1H-tetrazol-1-yl)phenyl)acryloyl)-1,2,3,4-tetrahydroisoquinoline-3-carboxamido)benzoic acid). As a reaction SMILES: [Cl:1][C:2]1[CH:3]=[CH:4][C:5]([N:38]2[CH:42]=[N:41][N:40]=[N:39]2)=[C:6](/[CH:8]=[CH:9]/[C:10]([N:12]2[C@H:21]([C:22]([NH:24][C:25]3[CH:37]=[CH:36][C:28]([C:29]([O:31]C(C)(C)C)=[O:30])=[CH:27][CH:26]=3)=[O:23])[CH2:20][C:19]3[C:14](=[CH:15][CH:16]=[CH:17][CH:18]=3)[CH2:13]2)=[O:11])[CH:7]=1.CCN(C(C)C)C(C)C>CN(C=O)C>[Cl:1][C:2]1[CH:3]=[CH:4][C:5]([N:38]2[CH:42]=[N:41][N:40]=[N:39]2)=[C:6](/[CH:8]=[CH:9]/[C:10]([N:12]2[C@H:21]([C:22]([NH:24][C:25]3[CH:26]=[CH:27][C:28]([C:29]([OH:31])=[O:30])=[CH:36][CH:37]=3)=[O:23])[CH2:20][C:19]3[C:14](=[CH:15][CH:16]=[CH:17][CH:18]=3)[CH2:13]2)=[O:11])[CH:7]=1. Reported procedure: (S,E)-tert-Butyl 4-(2-(3-(5-chloro-2-(1H-tetrazol-1-yl)phenyl)acryloyl)-1,2,3,4-tetrahydroisoquinoline-3-carboxamido)benzoate: To 1B (0.1 g, 0.284 mmol) and Intermediate 1 (0.099 g, 0.284 mmol) in DMF (2 ml) was added DIEA (0.149 ml, 0.851 mmol). The reaction was quenched with H2O (10 mL) and extracted with EtOAc (3×20 mL). The combined organic layers were washed with H2O (10 mL), brine (10 mL) and dried (MgSO4). Purified by normal phase chromatography to afford 0.15 g of desired product as yell... Reactants: FC1=CC(=C(C=C1)NC(OC1=CC=CC=C1)=O)[N+](=O)[O-] (Phenyl 4-fluoro-2-nitrophenylcarbamate), CNCCCCCCC (N-methylheptylamine). Solvent: C=1(C(=CC=CC1)C)C (xylene). The product is FC1=CC(=C(C=C1)NC(=O)N(C)CCCCCCC)[N+](=O)[O-] (1-(4-fluoro-2-nitrophenyl)-3-heptyl-3-methylurea). RXN SMILES: [F:1][C:2]1[CH:7]=[CH:6][C:5]([NH:8][C:9](=[O:17])OC2C=CC=CC=2)=[C:4]([N+:18]([O-:20])=[O:19])[CH:3]=1.[CH3:21][NH:22][CH2:23][CH2:24][CH2:25][CH2:26][CH2:27][CH2:28][CH3:29]>C1(C)C(C)=CC=CC=1>[F:1][C:2]1[CH:7]=[CH:6][C:5]([NH:8][C:9]([N:22]([CH2:23][CH2:24][CH2:25][CH2:26][CH2:27][CH2:28][CH3:29])[CH3:21])=[O:17])=[C:4]([N+:18]([O-:20])=[O:19])[CH:3]=1. Procedure details: Phenyl 4-fluoro-2-nitrophenylcarbamate (0.70 g) and N-methylheptylamine (0.33 g) were dissolved in xylene (5 ml) and the solution was heated under reflux for 2 hrs. The solvent was distilled off and the residue was purified by a silica gel column chromatography (hexane:ethyl acetate=3:1) to give 1-(4-fluoro-2-nitrophenyl)-3-heptyl-3-methylurea as an oily product. The reactants are CC(C)([O-])C.[K+] (potassium tert-butoxide), O (water), BrC1=CC(=C(N(CCCC(=O)OC(C)(C)C)CCOCC)C=C1)C=O (tert-butyl 4-[4-bromo(2-ethoxyethyl)-2-formylanilino]butyrate). The solvent is C1(=CC=CC=C1)C (toluene), CC(C)(C)O (2-methyl-2-propanol). Conditions: temperature 100 celsius, time 1 hour. Product: BrC=1C=CC2=C(C=C(CCN2CCOCC)C(=O)OC(C)(C)C)C1 (tert-butyl 7-bromo-1-(2-ethoxyethyl)-2,3-dihydro-1-benzazepine-4-carboxylate). The yield is 6.5%. RXN SMILES: [Br:1][C:2]1[CH:23]=[CH:22][C:5]([N:6]([CH2:17][CH2:18][O:19][CH2:20][CH3:21])[CH2:7][CH2:8][CH2:9][C:10]([O:12][C:13]([CH3:16])([CH3:15])[CH3:14])=[O:11])=[C:4]([CH:24]=O)[CH:3]=1.CC(C)([O-])C.[K+].O>C1(C)C=CC=CC=1.CC(O)(C)C>[Br:1][C:2]1[CH:23]=[CH:22][C:5]2[N:6]([CH2:17][CH2:18][O:19][CH2:20][CH3:21])[CH2:7][CH2:8][C:9]([C:10]([O:12][C:13]([CH3:14])([CH3:15])[CH3:16])=[O:11])=[CH:24][C:4]=2[CH:3]=1 |f:1.2|. Procedure details: In toluene (4.8 ml)/2-methyl-2-propanol (0.48 ml) was dissolved tert-butyl 4-[4-bromo(2-ethoxyethyl)-2-formylanilino]butyrate (2.4 g). To the solution was added potassium tert-butoxide. (72 mg), the mixture was stirred at 100° C. for 1 hour and cooled to room temperature. The reaction solution was added to water, the mixture was extracted with ethyl acetate, and the extract was washed with saturated brine and dried with magnesium sulfate. The solvent was removed under reduced pressure, and the r... Reactants: [BH4-].[Na+] (sodium borohydride), COC1=CC=C(C=C1)C1SCC(N1)C(=O)O (2-(4-methoxyphenyl)-thiazolidine-4-carboxylic acid), [BH4-].[Na+] (sodium borohydride), [OH-].[Na+] (sodium hydroxide), C(C)(=O)O (acetic acid). The solvent is C(=O)([O-])[O-].[K+].[K+] (K2CO3). Reaction conditions: temperature 2.5 celsius. Yields the product SCC(C(=O)O)NCC1=CC=C(C=C1)OC (3-mercapto-2-(4-methoxy-benzylamino)-propionic acid). Yield: 68.1%. Reaction SMILES: [BH4-].[Na+].[OH-].[Na+].[CH3:5][O:6][C:7]1[CH:12]=[CH:11][C:10]([CH:13]2[NH:17][CH:16]([C:18]([OH:20])=[O:19])[CH2:15][S:14]2)=[CH:9][CH:8]=1.C(O)(=O)C>C([O-])([O-])=O.[K+].[K+]>[SH:14][CH2:15][CH:16]([NH:17][CH2:13][C:10]1[CH:9]=[CH:8][C:7]([O:6][CH3:5])=[CH:12][CH:11]=1)[C:18]([OH:20])=[O:19] |f:0.1,2.3,6.7.8|. Procedure: A 22 L three-necked round bottom flask fitted with an internal temperature probe and a mechanical stirrer was charged with sodium borohydride (221.3 g, 5.85 mol). A 1.75 L portion of 0.25 M sodium hydroxide was added and the mixture was stirred until homogeneous. The solution was cooled to 0-5° C. 2-(4-methoxyphenyl)-thiazolidine-4-carboxylic acid (350.0 g, 1.46 mol) was dissolved in 2.1 L of a 0.62 M K2CO3 aqueous solution. The resulting solution was added to the solution of sodium borohydride ... RXN SMILES: [Br-:22].[CH3:23][O:24][c:25]1[cH:26][cH:27][c:28]([Mg+:31])[cH:29][cH:30]1.[Cl:1][c:2]1[cH:3][cH:4][cH:5][c:6]2[c:7](-[c:14]3[cH:15][cH:16][c:17]([O:20][CH3:21])[cH:18][cH:19]3)[n:8][n:9]([CH2:11][CH2:12][CH3:13])[c:10]12.[O:32]1[CH2:33][CH2:34][O:35][CH2:36][CH2:37]1.[O:40]=[C:41]([CH:42]=[CH:43][c:44]1[cH:45][cH:46][cH:47][cH:48][cH:49]1)[CH:50]=[CH:51][c:52]1[cH:53][cH:54][cH:55][cH:56][cH:57]1.[O:58]=[C:59]([CH:60]=[CH:61][c:62]1[cH:63][cH:64][cH:65][cH:66][cH:67]1)[CH:68]=[CH:69][c:70]1[cH:71][cH:72][cH:73][cH:74][cH:75]1.[O:76]=[C:77]([CH:78]=[CH:79][c:80]1[cH:81][cH:82][cH:83][cH:84][cH:85]1)[CH:86]=[CH:87][c:88]1[cH:89][cH:90][cH:91][cH:92][cH:93]1.[Pd:38].[Pd:39]>>[c:2]1(-[c:28]2[cH:27][cH:26][c:25]([O:24][CH3:23])[cH:30][cH:29]2)[cH:3][cH:4][cH:5][c:6]2[c:7](-[c:14]3[cH:15][cH:16][c:17]([O:20][CH3:21])[cH:18][cH:19]3)[n:8][n:9]([CH2:11][CH2:12][CH3:13])[c:10]12. Starting materials: [Br-], COc1ccc([Mg+])cc1, CCCn1nc(-c2ccc(OC)cc2)c2cccc(Cl)c21, C1COCCO1, O=C(C=Cc1ccccc1)C=Cc1ccccc1, O=C(C=Cc1ccccc1)C=Cc1ccccc1, O=C(C=Cc1ccccc1)C=Cc1ccccc1, [Pd], [Pd]. Product: CCCn1nc(-c2ccc(OC)cc2)c2cccc(-c3ccc(OC)cc3)c21. Starting materials: C12CN(CC(CC1)CC2)C(=O)C2CC(C2)(O)C2=CC(=C(C=C2)CN2CCCC2)F (3-aza-bicyclo[3.2.2]nonan-3-yl(3-(3-fluoro-4-(pyrrolidin-1-ylmethyl)phenyl)-3-hydroxycyclobutyl)methanone), C12CN(CC(CC1)CC2)C(=O)C2CC(C2)(O)C2=CC(=C(C=C2)CN2CCCC2)F (3-aza-bicyclo[3.2.2]nonan-3-yl(3-(3-fluoro-4-(pyrrolidin-1-ylmethyl)phenyl)-3-hydroxycyclobutyl)methanone), FC(C(=O)O)(F)F (trifluoroacetic acid). Solvent: ClCCCl (1,2-dichloroethane). The product is FC(C(=O)O)(F)F.C12CN(CC(CC1)CC2)C(=O)C2C=C(C2)C2=CC(=C(C=C2)CN2CCCC2)F (3-aza-bicyclo[3.2.2]nonan-3-yl(3-(3-fluoro-4-(pyrrolidin-1-ylmethyl)phenyl)cyclobut-2-enyl)methanone trifluoroacetate salt). As a reaction SMILES: [CH:1]12[CH2:9][CH2:8][CH:5]([CH2:6][CH2:7]1)[CH2:4][N:3]([C:10]([CH:12]1[CH2:15][C:14]([C:17]3[CH:22]=[CH:21][C:20]([CH2:23][N:24]4[CH2:28][CH2:27][CH2:26][CH2:25]4)=[C:19]([F:29])[CH:18]=3)(O)[CH2:13]1)=[O:11])[CH2:2]2.[F:30][C:31]([F:36])([F:35])[C:32]([OH:34])=[O:33]>ClCCCl>[F:30][C:31]([F:36])([F:35])[C:32]([OH:34])=[O:33].[CH:5]12[CH2:8][CH2:9][CH:1]([CH2:7][CH2:6]1)[CH2:2][N:3]([C:10]([CH:12]1[CH2:15][C:14]([C:17]3[CH:22]=[CH:21][C:20]([CH2:23][N:24]4[CH2:25][CH2:26][CH2:27][CH2:28]4)=[C:19]([F:29])[CH:18]=3)=[CH:13]1)=[O:11])[CH2:4]2 |f:3.4|. Reported procedure: A solution of example 26, 3-aza-bicyclo[3.2.2]nonan-3-yl(3-(3-fluoro-4-(pyrrolidin-1-ylmethyl)phenyl)-3-hydroxycyclobutyl)methanone (0.59 g, 1.48 mmol) in trifluoroacetic acid (2.5 mL) and 1,2-dichloroethane (16 mL) was refluxed for 20 h and concentrated to give crude 3-aza-bicyclo[3.2.2]nonan-3-yl(3-(3-fluoro-4-(pyrrolidin-1-ylmethyl)phenyl)cyclobut-2-enyl)methanone trifluoroacetate salt as a dark purplish-brown oil, with residual TFA. This material was dissolved in EtOH (40 mL) and added to a ... The reactants are FC1=CC=C(C(NCC(=O)O)=O)C=C1 (4-fluoro-hippuric acid), FC=1C=C(C=C(C1)F)C(C1=CC=CC=C1)N (rac-C-(3,5-difluoro-phenyl)-C-phenyl-methylamine). Reaction SMILES: [F:1][C:2]1[CH:14]=[CH:13][C:5]([C:6](=[O:12])[NH:7][CH2:8][C:9]([OH:11])=O)=[CH:4][CH:3]=1.[F:15][C:16]1[CH:17]=[C:18]([CH:23]([NH2:30])[C:24]2[CH:29]=[CH:28][CH:27]=[CH:26][CH:25]=2)[CH:19]=[C:20]([F:22])[CH:21]=1>>[F:15][C:16]1[CH:17]=[C:18]([CH:23]([NH:30][C:9]([CH2:8][NH:7][C:6](=[O:12])[C:5]2[CH:4]=[CH:3][C:2]([F:1])=[CH:14][CH:13]=2)=[O:11])[C:24]2[CH:29]=[CH:28][CH:27]=[CH:26][CH:25]=2)[CH:19]=[C:20]([F:22])[CH:21]=1. Reported procedure: Prepared in analogy to example 1.1 from 4-fluoro-hippuric acid (CA [366-79-0]) and rac-C-(3,5-difluoro-phenyl)-C-phenyl-methylamine (example 4.3). Yields the product FC=1C=C(C=C(C1)F)C(C1=CC=CC=C1)NC(=O)CNC(C1=CC=C(C=C1)F)=O (rac-N-({[(3,5-Difluoro-phenyl)-phenyl-methyl]-carbamoyl}-methyl)-4-fluoro-benzamide). Reactants: C#CC(C)(C)C, CNc1nccc(-c2cccnc2Oc2ccc(Nc3nnc(Cl)c4ccccc34)cc2)n1, [Cu]I. Product: CNc1nccc(-c2cccnc2Oc2ccc(Nc3nnc(C#CC(C)(C)C)c4ccccc34)cc2)n1. RXN SMILES: [CH3:34][C:35]([C:36]#[CH:37])([CH3:38])[CH3:39].[Cl:1][c:2]1[n:3][n:4][c:5]([NH:12][c:13]2[cH:14][cH:15][c:16]([O:19][c:20]3[n:21][cH:22][cH:23][cH:24][c:25]3-[c:26]3[n:27][c:28]([NH:32][CH3:33])[n:29][cH:30][cH:31]3)[cH:17][cH:18]2)[c:6]2[cH:7][cH:8][cH:9][cH:10][c:11]12.[Cu:40][I:41]>>[c:2]1([C:37]#[C:36][C:35]([CH3:34])([CH3:38])[CH3:39])[n:3][n:4][c:5]([NH:12][c:13]2[cH:14][cH:15][c:16]([O:19][c:20]3[n:21][cH:22][cH:23][cH:24][c:25]3-[c:26]3[n:27][c:28]([NH:32][CH3:33])[n:29][cH:30][cH:31]3)[cH:17][cH:18]2)[c:6]2[cH:7][cH:8][cH:9][cH:10][c:11]12.